Dataset: the Open Reaction Database (ORD), a public repository of structured organic reaction records. Task: describe an organic reaction: reactants, conditions, products, and yield Reactants: BrCc1cccc(OCc2ccccc2)c1, CN(C)C=O, CCOC(C)=O, [H-], O=C1Nc2ccccc2C12COc1cc3c(cc12)CCO3, [Na+], O. Product: O=C1N(Cc2cccc(OCc3ccccc3)c2)c2ccccc2C12COc1cc3c(cc12)CCO3. RXN SMILES: [CH2:24]([c:25]1[cH:26][cH:27][cH:28][cH:29][cH:30]1)[O:31][c:32]1[cH:33][c:34]([CH2:38][Br:39])[cH:35][cH:36][cH:37]1.[CH3:41][N:42]([CH3:43])[CH:44]=[O:45].[CH3:46][CH2:47][O:48][C:49](=[O:50])[CH3:51].[H-:22].[NH:1]1[C:2](=[O:21])[C:3]2([CH2:4][O:5][c:6]3[c:7]2[cH:8][c:9]2[c:10]([cH:14]3)[O:11][CH2:12][CH2:13]2)[c:15]2[cH:16][cH:17][cH:18][cH:19][c:20]21.[Na+:23].[OH2:40]>>[N:1]1([CH2:38][c:34]2[cH:33][c:32]([O:31][CH2:24][c:25]3[cH:26][cH:27][cH:28][cH:29][cH:30]3)[cH:37][cH:36][cH:35]2)[C:2](=[O:21])[C:3]2([CH2:4][O:5][c:6]3[c:7]2[cH:8][c:9]2[c:10]([cH:14]3)[O:11][CH2:12][CH2:13]2)[c:15]2[cH:16][cH:17][cH:18][cH:19][c:20]21. The reactants are NC=1N=C(C2=C(N1)N(C(C(=C2)Br)=O)C2CCCC2)C (2-amino-6-bromo-8-cyclopentyl-4-methylpyrido[2,3-d]pyrimidin-7(8H)-one), OC=1C=C(C=CC1)B(O)O (3-hydroxyphenylboronic acid), C([O-])([O-])=O.[K+].[K+] (potassium carbonate). The reagents and catalysts are Cl[Pd]([P](C1=CC=CC=C1)(C2=CC=CC=C2)C3=CC=CC=C3)([P](C4=CC=CC=C4)(C5=CC=CC=C5)C6=CC=CC=C6)Cl (dichlorobis(triphenylphosphine)palladium(II)). Solvent: CN(C)C=O (DMF). Conditions: temperature 120 celsius. The product is NC=1N=C(C2=C(N1)N(C(C(=C2)C2=CC(=CC=C2)O)=O)C2CCCC2)C (2-Amino-8-cyclopentyl-6-(3-hydroxyphenyl)-4-methylpyrido[2,3-d]pyrimidin-7(8H)-one). The yield is 79.0%. RXN SMILES: [NH2:1][C:2]1[N:3]=[C:4]([CH3:19])[C:5]2[CH:11]=[C:10](Br)[C:9](=[O:13])[N:8]([CH:14]3[CH2:18][CH2:17][CH2:16][CH2:15]3)[C:6]=2[N:7]=1.[OH:20][C:21]1[CH:22]=[C:23](B(O)O)[CH:24]=[CH:25][CH:26]=1.C(=O)([O-])[O-].[K+].[K+]>Cl[Pd](Cl)([P](C1C=CC=CC=1)(C1C=CC=CC=1)C1C=CC=CC=1)[P](C1C=CC=CC=1)(C1C=CC=CC=1)C1C=CC=CC=1.CN(C=O)C>[NH2:1][C:2]1[N:3]=[C:4]([CH3:19])[C:5]2[CH:11]=[C:10]([C:25]3[CH:24]=[CH:23][CH:22]=[C:21]([OH:20])[CH:26]=3)[C:9](=[O:13])[N:8]([CH:14]3[CH2:18][CH2:17][CH2:16][CH2:15]3)[C:6]=2[N:7]=1 |f:2.3.4,^1:38,57|. Reported procedure: To a solution of 2-amino-6-bromo-8-cyclopentyl-4-methylpyrido[2,3-d]pyrimidin-7(8H)-one (100 mg, 0.31 mmol), 3-hydroxyphenylboronic acid (50 mg, 1.2 equiv), dichlorobis(triphenylphosphine)palladium(II) (6.5 mg, 009 mmol), DMF (2 mL) in a 10 mL microwave vial was added potassium carbonate (3 M, 0.8 mL). The solution was degassed with N2 for 10 min before being capped and heated in the microwave reactor for 10 min at 120° C. Once complete, the reaction was diluted with 1 N NaOH (10 mL) and EtOAc (... Starting materials: C1CNCCN1, Cn1cc(C(=O)O)c(=O)c2cc(F)c(Cl)cc21, c1ccncc1. The product is Cn1cc(C(=O)O)c(=O)c2cc(F)c(N3CCNCC3)cc21. Reaction SMILES: [CH2:18]1[CH2:19][NH:20][CH2:21][CH2:22][NH:23]1.[Cl:1][c:2]1[c:3]([F:17])[cH:4][c:5]2[c:6](=[O:16])[c:7]([C:13](=[O:14])[OH:15])[cH:8][n:9]([CH3:12])[c:10]2[cH:11]1.[cH:24]1[cH:25][cH:26][n:27][cH:28][cH:29]1>>[c:2]1([N:20]2[CH2:19][CH2:18][NH:23][CH2:22][CH2:21]2)[c:3]([F:17])[cH:4][c:5]2[c:6](=[O:16])[c:7]([C:13](=[O:14])[OH:15])[cH:8][n:9]([CH3:12])[c:10]2[cH:11]1. Reactants: O=[N+]([O-])c1ccc(OCC2CO2)c(OCc2ccccc2)c1, CCO, O=C[O-], O=CO, [Na+], [Na+], [OH-], [Pd]. Yields the product O=[N+]([O-])c1ccc2c(c1)OC(CO)CO2. RXN SMILES: [CH2:1]([c:2]1[cH:3][cH:4][cH:5][cH:6][cH:7]1)[O:8][c:9]1[c:10]([O:11][CH2:12][CH:13]2[O:14][CH2:15]2)[cH:16][cH:17][c:18]([N+:20](=[O:21])[O-:22])[cH:19]1.[CH3:33][CH2:34][OH:35].[CH:23]([O-:24])=[O:25].[CH:27]([OH:28])=[O:29].[Na+:26].[Na+:31].[OH-:30].[Pd:32]>>[O:8]1[c:9]2[c:10]([cH:16][cH:17][c:18]([N+:20](=[O:21])[O-:22])[cH:19]2)[O:11][CH2:12][CH:13]1[CH2:15][OH:14]. Yields the product CCOC(=O)CCC1CCCCN1S(=O)(=O)c1c(C)cc(OC)cc1C. RXN SMILES: [CH3:1][O:2][c:3]1[cH:4][c:5]([CH3:26])[c:6]([S:10](=[O:11])(=[O:12])[N:13]2[CH:14]([CH:19]=[CH:20][C:21](=[O:22])[O:23][CH2:24][CH3:25])[CH2:15][CH2:16][CH2:17][CH2:18]2)[c:7]([CH3:9])[cH:8]1.[CH3:27][OH:28]>>[CH3:1][O:2][c:3]1[cH:4][c:5]([CH3:26])[c:6]([S:10](=[O:11])(=[O:12])[N:13]2[CH:14]([CH2:19][CH2:20][C:21](=[O:22])[O:23][CH2:24][CH3:25])[CH2:15][CH2:16][CH2:17][CH2:18]2)[c:7]([CH3:9])[cH:8]1. Reactants: CCOC(=O)C=CC1CCCCN1S(=O)(=O)c1c(C)cc(OC)cc1C, CO.